Dataset: the Open Reaction Database (ORD), a public repository of structured organic reaction records. Task: describe an organic reaction: reactants, conditions, products, and yield Reactants: ClC1=CC=C2C(=CC=NC2=C1)NC1CCC(CC1)N (N-(7-chloroquinolin-4-yl)-cyclohexane-1,4-diamine), N1=CC(=CC2=CC=CC=C12)C=O (3-quinolinecarboxaldehyde), C(C)(=O)O (acetic acid), C(#N)[BH3-] (cyanoborohydride). Reported procedure: A solution of N-(7-chloroquinolin-4-yl)-cyclohexane-1,4-diamine (40 mg, 0.14 mmol) and 3-quinolinecarboxaldehyde (22 mg, 0.14 mmol) in dichloroethane (0.5 mL) and methanol (0.5 mL) was treated acetic acid (0.018 mg, 0.28 mmol) and MP-cyanoborohydride (100 mg, 0.436 mmol, Argonaut Technologies). The mixture was stirred at 60° C. for 18 hours, filtered, and purified by reverse phase HPLC to provide the desired compound. Yields the product ClC1=CC=C2C(=CC=NC2=C1)N[C@@H]1CC[C@@H](CC1)NCC=1C=NC2=CC=CC=C2C1 (cis-N-(7-chloroquinolin-4-yl)-N′-(quinolin-3-ylmethyl)cyclohexane-1,4-diamine). Run at temperature 60 celsius, time 18 hour. As a reaction SMILES: [Cl:1][C:2]1[CH:11]=[C:10]2[C:5]([C:6]([NH:12][CH:13]3[CH2:18][CH2:17][CH:16]([NH2:19])[CH2:15][CH2:14]3)=[CH:7][CH:8]=[N:9]2)=[CH:4][CH:3]=1.[N:20]1[C:29]2[C:24](=[CH:25][CH:26]=[CH:27][CH:28]=2)[CH:23]=[C:22]([CH:30]=O)[CH:21]=1.C(O)(=O)C.C([BH3-])#N>ClC(Cl)C.CO>[Cl:1][C:2]1[CH:11]=[C:10]2[C:5]([C:6]([NH:12][C@H:13]3[CH2:14][CH2:15][C@@H:16]([NH:19][CH2:30][C:22]4[CH:21]=[N:20][C:29]5[C:24]([CH:23]=4)=[CH:25][CH:26]=[CH:27][CH:28]=5)[CH2:17][CH2:18]3)=[CH:7][CH:8]=[N:9]2)=[CH:4][CH:3]=1. The solvent is ClC(C)Cl (dichloroethane), CO (methanol). The reactants are O=C1c2ccc(Cl)cc2C(=O)c2c(Cl)cccc21, [Cu], O=S(=O)(O)O. Yields the product O=C1c2cc(Cl)ccc2Cc2cccc(Cl)c21. Reaction SMILES: [Cl:1][c:2]1[cH:3][cH:4][cH:5][c:6]2[c:15]1[C:14](=[O:16])[c:13]1[c:8]([cH:9][cH:10][c:11]([Cl:17])[cH:12]1)[C:7]2=[O:18].[Cu:24].[S:19](=[O:20])(=[O:21])([OH:22])[OH:23]>>[Cl:1][c:2]1[cH:3][cH:4][cH:5][c:6]2[c:15]1[C:14](=[O:16])[c:13]1[c:8]([cH:9][cH:10][c:11]([Cl:17])[cH:12]1)[CH2:7]2. Starting materials: C1(=CC=CC=C1)P(O)(=O)C1=CC=CC=C1 (diphenylphosphinic acid), S(=O)(Cl)Cl (thionyl chloride). Yields the product C1(=CC=CC=C1)P(=O)(C1=CC=CC=C1)Cl (Diphenylphosphinic Chloride). As a reaction SMILES: [C:1]1([P:7]([C:10]2[CH:15]=[CH:14][CH:13]=[CH:12][CH:11]=2)(=O)[OH:8])[CH:6]=[CH:5][CH:4]=[CH:3][CH:2]=1.S(Cl)([Cl:18])=O>>[C:1]1([P:7]([Cl:18])([C:10]2[CH:15]=[CH:14][CH:13]=[CH:12][CH:11]=2)=[O:8])[CH:6]=[CH:5][CH:4]=[CH:3][CH:2]=1. Procedure: Thirteen grams (0.064 m) of diphenylphosphinic acid was combined with 50 ml of thionyl chloride and the mixture heated at reflux for 2.5 hours. The diphenylphosphinic chloride was purified by distillation, bp 140° C. at 0.1 torr. Reactants: [Br-], COC(=O)c1ccc(Br)cc1, O=C([O-])[O-], CC(=O)[O-], CC(=O)[O-], CCCC[N+](CCCC)(CCCC)CCCC, [K+], [K+], O, [Pd+2], OB(O)c1cc2ccccc2s1. Yields the product COC(=O)c1ccc(-c2cc3ccccc3s2)cc1. RXN SMILES: [Br-:30].[Br:1][c:2]1[cH:3][cH:4][c:5]([C:6](=[O:7])[O:8][CH3:9])[cH:10][cH:11]1.[C:24](=[O:25])([O-:26])[O-:27].[C:48]([O-:49])(=[O:50])[CH3:51].[C:53]([O-:54])(=[O:55])[CH3:56].[CH3:31][CH2:32][CH2:33][CH2:34][N+:35]([CH2:36][CH2:37][CH2:38][CH3:39])([CH2:40][CH2:41][CH2:42][CH3:43])[CH2:44][CH2:45][CH2:46][CH3:47].[K+:28].[K+:29].[OH2:57].[Pd+2:52].[s:12]1[c:13]2[c:14]([cH:15][c:16]1[B:17]([OH:18])[OH:19])[cH:20][cH:21][cH:22][cH:23]2>>[c:2]1(-[c:16]2[s:12][c:13]3[c:14]([cH:15]2)[cH:20][cH:21][cH:22][cH:23]3)[cH:3][cH:4][c:5]([C:6](=[O:7])[O:8][CH3:9])[cH:10][cH:11]1. The product is C(C)(C)(C)OC(=O)NC=1C2=C(C=3C(CN(C3C1)C(\C=C\C1=CC=C(C=C1)OC)=O)CCl)C=CC=C2 (5-(tert-butyloxycarbonylamino)-1-(chloromethyl)-3-[(E)-4-methoxycinnamoyl]-1,2-dihydro-3H-benz[e]indole). Reported procedure: A stirred solution of the above 5-(tert-butyloxycarbonylamino)-1-(chloromethyl)-3-trifluoroacetyl-1,2-dihydro-3H-benz[e]indole (100 mg, 0.23 mmol) in N-methylpyrrolidone (2.5 mL) was treated dropwise at 20° C. with a solution of Cs2CO3 (650 mg) in water (1.5 mL). the mixture was stirred for a further 45 min at 20° C. then diluted with water (20 mL) and extracted with benzene (2×15 mL). The combined organic extracts were washed with water (2×), dried (Na2SO4) and concentrated under reduced pressu... Yield: 48.5%. Reaction SMILES: [C:1]([O:5][C:6]([NH:8][C:9]1[C:10]2[CH:29]=[CH:28][CH:27]=[CH:26][C:11]=2[C:12]2[CH:13]([CH2:24][Cl:25])[CH2:14][N:15]([C:18](=[O:23])[C:19](F)(F)F)[C:16]=2[CH:17]=1)=[O:7])([CH3:4])([CH3:3])[CH3:2].C([O-])([O-])=O.[Cs+].[Cs+].[CH3:36][O:37][C:38]1[CH:48]=[CH:47][C:41](/[CH:42]=C/C(Cl)=O)=[CH:40][CH:39]=1>CN1CCCC1=O.O.CN(C1C=CN=CC=1)C>[C:1]([O:5][C:6]([NH:8][C:9]1[C:10]2[CH:29]=[CH:28][CH:27]=[CH:26][C:11]=2[C:12]2[CH:13]([CH2:24][Cl:25])[CH2:14][N:15]([C:18](=[O:23])/[CH:19]=[CH:42]/[C:41]3[CH:47]=[CH:48][C:38]([O:37][CH3:36])=[CH:39][CH:40]=3)[C:16]=2[CH:17]=1)=[O:7])([CH3:4])([CH3:3])[CH3:2] |f:1.2.3|. Run at temperature 20 celsius, time 45 minute. Solvent: O (water), KHCO3, CN1C(CCC1)=O (N-methylpyrrolidone), O (water). The reagents and catalysts are CN(C)C=1C=CN=CC1 (DMAP). Reactants: COC1=CC=C(/C=C/C(=O)Cl)C=C1 ((E)-4-methoxycinnamoyl chloride), C(C)(C)(C)OC(=O)NC=1C2=C(C=3C(CN(C3C1)C(C(F)(F)F)=O)CCl)C=CC=C2 (5-(tert-butyloxycarbonylamino)-1-(chloromethyl)-3-trifluoroacetyl-1,2-dihydro-3H-benz[e]indole), C(=O)([O-])[O-].[Cs+].[Cs+] (Cs2CO3). The reactants are [Si](C)(C)(C(C)(C)C)O[C@@H](C=O)C ((2R)-2-(t-butyldimethylsilyloxy)propanal), P(OC(SC1=CC=C(C=C1)C)(CC)CC)([O-])=O (diethyl-p-methylphenylthiomethyl phosphonate), resultant mixture, [Li]CCCC (n-BuLi). The solvent is O1CCCC1 (tetrahydrofuran), O1CCCC1 (tetrahydrofuran). Reaction conditions: temperature 0 celsius, time 1 hour. Product: [Si](C)(C)(C(C)(C)C)O[C@@H](/C=C/SC1=CC=C(C=C1)C)C ((E)-(3R)-3-t-butyldimethylsilyloxy-1-(p-methylphenylthio)-1-butene). Yield: 81.0%. Reaction SMILES: P(=O)([O-])O[C:3](CC)(CC)[S:4][C:5]1[CH:10]=[CH:9][C:8]([CH3:11])=[CH:7][CH:6]=1.[Li]CCCC.[Si:23]([O:30][C@H:31]([CH3:34])[CH:32]=O)([C:26]([CH3:29])([CH3:28])[CH3:27])([CH3:25])[CH3:24]>O1CCCC1>[Si:23]([O:30][C@H:31]([CH3:34])/[CH:32]=[CH:3]/[S:4][C:5]1[CH:10]=[CH:9][C:8]([CH3:11])=[CH:7][CH:6]=1)([C:26]([CH3:29])([CH3:28])[CH3:27])([CH3:25])[CH3:24]. Procedure details: Under the nitrogen atmosphere, 3.02 g (11 mmole) of diethyl-p-methylphenylthiomethyl phosphonate was dissolved in 50 ml of anhydrous tetrahydrofuran and after lowering the reaction temperature to -78° C., 6.25 ml (10 mmole) of 1.6M n-BuLi was added to the reaction mixture for ten minutes, and the resultant mixture was agitated at the temperature of -78° C. for 30 minutes. At the same temperature, 1.87 g (10 mmole) of (2R)-2-(t-butyldimethylsilyloxy)propanal diluted with 10 ml of anhydrous tetrah... The reactants are O=C([O-])[O-], CC(=O)c1ccccc1, Cc1ccccc1, CCC1C(=O)N(C)c2cnc(Cl)nc2N1C1CCCC1, [Cs+], [Cs+], O=C(C=Cc1ccccc1)C=Cc1ccccc1, O=C(C=Cc1ccccc1)C=Cc1ccccc1, O=C(C=Cc1ccccc1)C=Cc1ccccc1, O, [Pd], [Pd], c1ccc(P(c2ccccc2)c2ccc3ccccc3c2-c2c(P(c3ccccc3)c3ccccc3)ccc3ccccc23)cc1. The product is CCC1C(=O)N(C)c2cnc(CC(=O)c3ccccc3)nc2N1C1CCCC1. As a reaction SMILES: [C:76](=[O:77])([O-:78])[O-:79].[CH3:21][C:22](=[O:23])[c:24]1[cH:25][cH:26][cH:27][cH:28][cH:29]1.[CH3:82][c:83]1[cH:84][cH:85][cH:86][cH:87][cH:88]1.[Cl:1][c:2]1[n:3][c:4]2[c:9]([cH:10][n:11]1)[N:8]([CH3:12])[C:7](=[O:13])[CH:6]([CH2:14][CH3:15])[N:5]2[CH:16]1[CH2:17][CH2:18][CH2:19][CH2:20]1.[Cs+:80].[Cs+:81].[O:110]=[C:111]([CH:112]=[CH:113][c:114]1[cH:115][cH:116][cH:117][cH:118][cH:119]1)[CH:120]=[CH:121][c:122]1[cH:123][cH:124][cH:125][cH:126][cH:127]1.[O:128]=[C:129]([CH:130]=[CH:131][c:132]1[cH:133][cH:134][cH:135][cH:136][cH:137]1)[CH:138]=[CH:139][c:140]1[cH:141][cH:142][cH:143][cH:144][cH:145]1.[O:92]=[C:93]([CH:94]=[CH:95][c:96]1[cH:97][cH:98][cH:99][cH:100][cH:101]1)[CH:102]=[CH:103][c:104]1[cH:105][cH:106][cH:107][cH:108][cH:109]1.[OH2:89].[Pd:90].[Pd:91].[cH:30]1[cH:31][cH:32][c:33]([P:34]([c:35]2[cH:36][cH:37][c:38]3[c:39]([cH:40][cH:41][cH:42][cH:43]3)[c:44]2-[c:45]2[c:46]3[c:47]([cH:48][cH:49][cH:50][cH:51]3)[cH:52][cH:53][c:54]2[P:55]([c:56]2[cH:57][cH:58][cH:59][cH:60][cH:61]2)[c:62]2[cH:63][cH:64][cH:65][cH:66][cH:67]2)[c:68]2[cH:69][cH:70][cH:71][cH:72][cH:73]2)[cH:74][cH:75]1>>[c:2]1([CH2:21][C:22](=[O:23])[c:24]2[cH:25][cH:26][cH:27][cH:28][cH:29]2)[n:3][c:4]2[c:9]([cH:10][n:11]1)[N:8]([CH3:12])[C:7](=[O:13])[CH:6]([CH2:14][CH3:15])[N:5]2[CH:16]1[CH2:17][CH2:18][CH2:19][CH2:20]1. The reactants are C[C@@H]1CN(CCN1)C=1C=CC(=NC1)C#N (5-[(3R)-3-methylpiperazin-1-yl]pyridine-2-carbonitrile), C(C)(=O)C=1C=C(C=CC1)S(=O)(=O)Cl (3-acetylbenzenesulfonyl chloride), C(C)(C)N(CC)C(C)C (diisopropylethylamine). The solvent is ClCCl (dichloromethane). Yields the product C(C)(=O)C=1C=C(C=CC1)S(=O)(=O)N1[C@@H](CN(CC1)C=1C=CC(=NC1)C#N)C (5-{(3R)-4-[(3-acetylphenyl)sulfonyl]-3-methylpiperazin-1-yl}pyridine-2-carbonitrile). The yield is 80.3%. Reaction SMILES: [CH3:1][C@H:2]1[NH:7][CH2:6][CH2:5][N:4]([C:8]2[CH:9]=[CH:10][C:11]([C:14]#[N:15])=[N:12][CH:13]=2)[CH2:3]1.[C:16]([C:19]1[CH:20]=[C:21]([S:25](Cl)(=[O:27])=[O:26])[CH:22]=[CH:23][CH:24]=1)(=[O:18])[CH3:17].C(N(C(C)C)CC)(C)C>ClCCl>[C:16]([C:19]1[CH:20]=[C:21]([S:25]([N:7]2[CH2:6][CH2:5][N:4]([C:8]3[CH:9]=[CH:10][C:11]([C:14]#[N:15])=[N:12][CH:13]=3)[CH2:3][C@H:2]2[CH3:1])(=[O:27])=[O:26])[CH:22]=[CH:23][CH:24]=1)(=[O:18])[CH3:17]. Procedure: To a stirred solution of 5-[(3R)-3-methylpiperazin-1-yl]pyridine-2-carbonitrile (250 mg, 1.24 mmol) and 3-acetylbenzenesulfonyl chloride (270.3 mg, 1.24 mmol) in anhydrous dichloromethane (4 mL) was added diisopropylethylamine (0.43 mL, 2.48 mmol). The mixture was stirred at room temperature for over night. Reaction was complete as determined by TLC. The reaction mixture was purified via flash column chromatography to yield 5-{(3R)-4-[(3-acetylphenyl)sulfonyl]-3-methylpiperazin-1-yl}pyridine-2-c...